This data is from the Open Reaction Database (ORD), a public repository of structured organic reaction records. The task is: describe an organic reaction: reactants, conditions, products, and yield The reactants are CN(C)c1ccncc1, Cc1ccccc1, CCOC(C)=O, CC(C)c1cccc(N)c1, Cc1ccc(C(=O)O)cc1O. Product: Cc1ccc(C(=O)Nc2cccc(C(C)C)c2)cc1O. RXN SMILES: [CH3:22][N:23]([c:24]1[cH:25][cH:26][n:27][cH:28][cH:29]1)[CH3:30].[CH3:31][c:32]1[cH:33][cH:34][cH:35][cH:36][cH:37]1.[CH3:38][CH2:39][O:40][C:41](=[O:42])[CH3:43].[CH:12]([CH3:13])([CH3:14])[c:15]1[cH:16][c:17]([NH2:21])[cH:18][cH:19][cH:20]1.[OH:1][c:2]1[cH:3][c:4]([C:5](=[O:6])[OH:7])[cH:8][cH:9][c:10]1[CH3:11]>>[OH:1][c:2]1[cH:3][c:4]([C:5](=[O:7])[NH:21][c:17]2[cH:16][c:15]([CH:12]([CH3:13])[CH3:14])[cH:20][cH:19][cH:18]2)[cH:8][cH:9][c:10]1[CH3:11]. Starting materials: BrC1=C(C=C(OC2=C(C#N)C=CC(=N2)N(C)CCO)C=C1)C1OCCO1 (2-(4-Bromo-3-[1,3]dioxolan-2-yl-phenoxy)-6-[(2-hydroxy-ethyl)-methyl-amino]-nicotinonitrile), Cl (HCl). The solvent is C1CCOC1 (THF). Conditions: time 8 hour. The product is BrC1=C(C=C(OC2=C(C#N)C=CC(=N2)N(C)CCO)C=C1)C=O (2-(4-Bromo-3-formyl-phenoxy)-6-[(2-hydroxy-ethyl)-methyl-amino]-nicotinonitrile). Isolated yield 89.5%. Reaction SMILES: [Br:1][C:2]1[CH:21]=[CH:20][C:5]([O:6][C:7]2[N:14]=[C:13]([N:15]([CH2:17][CH2:18][OH:19])[CH3:16])[CH:12]=[CH:11][C:8]=2[C:9]#[N:10])=[CH:4][C:3]=1[CH:22]1OCC[O:23]1.Cl>C1COCC1>[Br:1][C:2]1[CH:21]=[CH:20][C:5]([O:6][C:7]2[N:14]=[C:13]([N:15]([CH2:17][CH2:18][OH:19])[CH3:16])[CH:12]=[CH:11][C:8]=2[C:9]#[N:10])=[CH:4][C:3]=1[CH:22]=[O:23]. Procedure: To a solution of 2-(4-bromo-3-[1,3]dioxolan-2-yl-phenoxy)-6-[(2-hydroxy-ethyl)-methyl-amino]-nicotinonitrile (8) (400 mg, 0.95 mmol) in THF (30 mL) was added HCl solution (1 M, 10 mL). The reaction was stirred at room temperature overnight. After the reaction, all THF was evaporated under vacuum. The aqueous solution was extracted with EtOAc (2×50 mL). The organic layer was washed with water (3×50 mL). The organic layer was dried over MgSO4, filtered and evaporated under vacuum to afford the des... Starting materials: Cl (hydrochloric acid), ClCCCOC=1C=C(C=O)C=CC1 (m-(3-Chloropropyloxy)benzaldehyde), [H-] (hydride), [BH4-].[Na+] (sodium borohydride). Run in C(C)O (ethanol). Yields the product ClCCCOC=1C=C(CO)C=CC1 (m-(3-chloropropyloxy)benzyl alcohol). Yield: 99.0%. Reaction SMILES: [Cl:1][CH2:2][CH2:3][CH2:4][O:5][C:6]1[CH:7]=[C:8]([CH:11]=[CH:12][CH:13]=1)[CH:9]=[O:10].[BH4-].[Na+].[H-].Cl>C(O)C>[Cl:1][CH2:2][CH2:3][CH2:4][O:5][C:6]1[CH:7]=[C:8]([CH:11]=[CH:12][CH:13]=1)[CH2:9][OH:10] |f:1.2|. Procedure details: m-(3-Chloropropyloxy)benzaldehyde (15 g) was dissolved in 200 ml of ethanol. With ice cooling, 1.5 g of sodium borohydride was added little by little. Two hours later, the excess of the hydride was decomposed with 5% hydrochloric acid, followed by concentration. The residue was extracted with ethyl acetate, and dried. The solvent was evaporated to give 15 g of m-(3-chloropropyloxy)benzyl alcohol quantitatively. Reactants: CC(C)Oc1cc(C(=O)OC(C)(C)C)cc2c1CC(COc1ccccc1)O2, Cn1ccc(N)n1, O. The product is CC(C)Oc1cc(C(=O)Nc2ccn(C)n2)cc2c1CC(COc1ccccc1)O2. RXN SMILES: [C:1]([O:2][C:6](=[O:7])[c:8]1[cH:9][c:10]2[c:11]([c:23]([O:25][CH:26]([CH3:27])[CH3:28])[cH:24]1)[CH2:12][CH:13]([CH2:15][O:16][c:17]1[cH:18][cH:19][cH:20][cH:21][cH:22]1)[O:14]2)([CH3:3])([CH3:4])[CH3:5].[CH3:29][n:30]1[n:31][c:32]([NH2:35])[cH:33][cH:34]1.[OH2:36]>>[C:6](=[O:7])([c:8]1[cH:9][c:10]2[c:11]([c:23]([O:25][CH:26]([CH3:27])[CH3:28])[cH:24]1)[CH2:12][CH:13]([CH2:15][O:16][c:17]1[cH:18][cH:19][cH:20][cH:21][cH:22]1)[O:14]2)[NH:35][c:32]1[n:31][n:30]([CH3:29])[cH:34][cH:33]1.